From a dataset of the Open Reaction Database (ORD), a public repository of structured organic reaction records. describe an organic reaction: reactants, conditions, products, and yield Reactants: NC1CN(C1)C=1SC(=C(N1)C)C(=O)OCC (Ethyl 2-(3-aminoazetidin-1-yl)-4-methyl-1,3-thiazole-5-carboxylate), ON1N=NC2=C1C=CC=C2 (1-hydroxybenzotriazole), CN1CCOCC1 (N-methylmorpholine), ClC=1N=C(NC1CC)C(=O)O (4-chloro-5-ethyl-1H-imidazole-2-carboxylic acid), CCN=C=NCCCN(C)C.Cl (WSC hydrochloride). The product is ClC=1N=C(NC1CC)C(=O)NC1CN(C1)C=1SC(=C(N1)C)C(=O)OCC (Ethyl 2-(3-{[(4-chloro-5-ethyl-1H-imidazol-2-yl)carbonyl]amino}azetidin-1-yl)-4-methyl-1,3-thiazole-5-carboxylate). The yield is 63.3%. Reaction SMILES: [NH2:1][CH:2]1[CH2:5][N:4]([C:6]2[S:7][C:8]([C:12]([O:14][CH2:15][CH3:16])=[O:13])=[C:9]([CH3:11])[N:10]=2)[CH2:3]1.[Cl:17][C:18]1[N:19]=[C:20]([C:25](O)=[O:26])[NH:21][C:22]=1[CH2:23][CH3:24].CCN=C=NCCCN(C)C.Cl.ON1C2C=CC=CC=2N=N1.CN1CCOCC1>>[Cl:17][C:18]1[N:19]=[C:20]([C:25]([NH:1][CH:2]2[CH2:5][N:4]([C:6]3[S:7][C:8]([C:12]([O:14][CH2:15][CH3:16])=[O:13])=[C:9]([CH3:11])[N:10]=3)[CH2:3]2)=[O:26])[NH:21][C:22]=1[CH2:23][CH3:24] |f:2.3|. Procedure details: The same operation as in Example (217c) was performed using ethyl 2-(3-aminoazetidin-1-yl)-4-methyl-1,3-thiazole-5-carboxylate obtained in Example (218b) (144 mg, 0.60 mmol), 4-chloro-5-ethyl-1H-imidazole-2-carboxylic acid obtained in Example (1d) (104 mg, 0.60 mmol), WSC hydrochloride (343 mg, 1.79 mmol), 1-hydroxybenzotriazole (81 mg, 0.60 mmol) and N-methylmorpholine (0.13 mL, 1.19 mmol), to obtain 151 mg of the title compound as a white solid (64%). Starting materials: crude product, ClC1=CC=C(C=O)C=C1 (p-chlorobenzaldehyde), CC(C(C)(C)C)=O (pinacolone), [OH-].[Na+] (sodium hydroxide). The solvent is CO.C(C)O (methanol ethanol). Yields the product CC(C(C=CC1=CC=C(C=C1)Cl)=O)(C)C (4,4-Dimethyl-1-(p-chlorophenyl)-1-penten-3-one). Reaction SMILES: [Cl:1][C:2]1[CH:9]=[CH:8][C:5]([CH:6]=O)=[CH:4][CH:3]=1.[CH3:10][C:11](=[O:16])[C:12]([CH3:15])([CH3:14])[CH3:13].[OH-].[Na+]>CO.C(O)C>[CH3:13][C:12]([CH3:15])([CH3:14])[C:11](=[O:16])[CH:10]=[CH:6][C:5]1[CH:8]=[CH:9][C:2]([Cl:1])=[CH:3][CH:4]=1 |f:2.3,4.5|. Procedure details: evaporation. The yield in that procedure is only 59% of crude product. Apart from the poor yield, the complicated aqueous work up is a disadvantage. In DE-OS (German Published Specification) 2,737,489, a procedure is described, according to which p-chlorobenzaldehyde is reacted with pinacolone in the presence of sodium hydroxide in methanol/ethanol at maximum temperatures of up to 25° C. 4,4-Dimethyl-1-(p-chlorophenyl)-1-penten-3-one is formed as a solid, has to be filtered off with suction and ... The reactants are BrC1=NC2=CC=CC=C2C=C1 (2-Bromoquinoline), BrC(C(=O)OCC)(F)F (ethyl 2-bromodifluoroacetate). Reagents/catalysts: [Cu] (copper). Solvent: CS(=O)C (DMSO). Product: C(C)OC(C(C1=NC2=CC=CC=C2C=C1)(F)F)=O (Difluoroquinolin-2-yl acetic acid ethyl ester). Yield: 69.7%. As a reaction SMILES: Br[C:2]1[CH:11]=[CH:10][C:9]2[C:4](=[CH:5][CH:6]=[CH:7][CH:8]=2)[N:3]=1.Br[C:13]([F:20])([F:19])[C:14]([O:16][CH2:17][CH3:18])=[O:15]>CS(C)=O.[Cu]>[CH2:17]([O:16][C:14](=[O:15])[C:13]([F:20])([F:19])[C:2]1[CH:11]=[CH:10][C:9]2[C:4](=[CH:5][CH:6]=[CH:7][CH:8]=2)[N:3]=1)[CH3:18]. Procedure: 2-Bromoquinoline (5.0 g, 24.0 mmol), ethyl 2-bromodifluoroacetate (5.8 g, 28.8 mmol) and copper powder (3.5 g, 55.2 mmol) in DMSO (20 mL) were stirred at 55° C. for 5 hours. The solid was filtered off, water (100 mL) and EA (150 mL) were added. The organic layer was separated, dried over sodium sulfate and concentrated to give the title compound as a yellow oil (4.2 g, 70%), which was used in the next step without further purification. LC-MS (ESI+): m/e 252 (M+H)+, Rt: 0.93 min. Reaction conditions: time 2 hour. The product is OC1=C(C(=O)O)C=C(C=C1)N1CCCCC1 (2-hydroxy-5-(piperidin-1-yl)benzoic acid). The solvent is O1CCOCC1 (dioxane), C(C)(=O)OCC (ethyl acetate). RXN SMILES: C([O:8][C:9]1[CH:24]=[CH:23][C:22]([N:25]2[CH2:30][CH2:29][CH2:28][CH2:27][CH2:26]2)=[CH:21][C:10]=1[C:11]([O:13]CC1C=CC=CC=1)=[O:12])C1C=CC=CC=1.CO.O1CCCC1>O1CCOCC1.C(OCC)(=O)C.[C].[Pd]>[OH:8][C:9]1[CH:24]=[CH:23][C:22]([N:25]2[CH2:30][CH2:29][CH2:28][CH2:27][CH2:26]2)=[CH:21][C:10]=1[C:11]([OH:13])=[O:12] |f:5.6|. Yield: 90.7%. Starting materials: O1CCCC1 (Tetrahydrofuran), C(C1=CC=CC=C1)OC1=C(C(=O)OCC2=CC=CC=C2)C=C(C=C1)N1CCCCC1 (benzyl 2-(benzyloxy)-5-(piperidin-1-yl)benzoate), CO (methanol). Reagents/catalysts: [C].[Pd] (palladium-carbon). Reported procedure: To a solution mixture of the obtained benzyl 2-(benzyloxy)-5-(piperidin-1-yl)benzoate (2.2 g) in dioxane (11 mL), ethyl acetate (17 mL), and methanol (5.5 mL), 10% palladium-carbon (1.1 g) was added, followed by stirring under a hydrogen atmosphere at room temperature for 2 hours. Tetrahydrofuran was added to the reaction mixture, and the insoluble substance was removed by filtration. The solvent was evaporated under reduced pressure. Diisopropyl ether was added to the obtained residue, and the ... Reactants: C(CCCCCCCCC#C)O (10-undecyn-1-ol), ClC1=CC=C(C=C1)I (1-chloro-4-iodobenzene). Product: ClC1=CC=C(C=C1)C#CCCCCCCCCCO (11-(4-Chlorophenyl)undec-10-yn-1-ol). RXN SMILES: [CH2:1]([OH:12])[CH2:2][CH2:3][CH2:4][CH2:5][CH2:6][CH2:7][CH2:8][CH2:9][C:10]#[CH:11].[Cl:13][C:14]1[CH:19]=[CH:18][C:17](I)=[CH:16][CH:15]=1>>[Cl:13][C:14]1[CH:19]=[CH:18][C:17]([C:11]#[C:10][CH2:9][CH2:8][CH2:7][CH2:6][CH2:5][CH2:4][CH2:3][CH2:2][CH2:1][OH:12])=[CH:16][CH:15]=1. Procedure details: In a manner described in Example 18 above, 10-undecyn-1-ol was reacted with 1-chloro-4-iodobenzene to give the title compound; NMR (CDCl3) δ 1.21-1.50 (m, 10H), 1.50-1.65 (m, 4H), 2.36-2.41 (m, 2H), 3.61-3.66 (m, 2H), 7.16-7.31 (m, 4H). Starting materials: O=C([O-])[O-], Cn1cncc1C(O)(c1ccc(Cl)cc1)c1ccc2c(c1)c(-c1cccc(C#CC(C)(C)C)c1)cc(=O)n2C, [K+], [K+], N#N, CN(C)C=O, O=S(Cl)Cl, c1nc[nH]n1. Product: Cn1cncc1C(c1ccc(Cl)cc1)(c1ccc2c(c1)c(-c1cccc(C#CC(C)(C)C)c1)cc(=O)n2C)n1cncn1. As a reaction SMILES: [C:40](=[O:41])([O-:42])[O-:43].[Cl:1][c:2]1[cH:3][cH:4][c:5]([C:8]([c:9]2[cH:10][c:11]3[c:12](-[c:21]4[cH:22][c:23]([C:27]#[C:28][C:29]([CH3:30])([CH3:31])[CH3:32])[cH:24][cH:25][cH:26]4)[cH:13][c:14](=[O:20])[n:15]([CH3:19])[c:16]3[cH:17][cH:18]2)([c:33]2[n:34]([CH3:38])[cH:35][n:36][cH:37]2)[OH:39])[cH:6][cH:7]1.[K+:44].[K+:45].[N:60]#[N:61].[O:55]=[CH:56][N:57]([CH3:58])[CH3:59].[S:51]([Cl:52])([Cl:53])=[O:54].[nH:46]1[n:47][cH:48][n:49][cH:50]1>>[Cl:1][c:2]1[cH:3][cH:4][c:5]([C:8]([c:9]2[cH:10][c:11]3[c:12](-[c:21]4[cH:22][c:23]([C:27]#[C:28][C:29]([CH3:30])([CH3:31])[CH3:32])[cH:24][cH:25][cH:26]4)[cH:13][c:14](=[O:20])[n:15]([CH3:19])[c:16]3[cH:17][cH:18]2)([c:33]2[n:34]([CH3:38])[cH:35][n:36][cH:37]2)[n:46]2[n:47][cH:48][n:49][cH:50]2)[cH:6][cH:7]1. The solvent is CO.C(C)(=O)OCC (ethyl acetate methanol). Isolated yield 96.1%. As a reaction SMILES: C([O:3]P([CH2:9][C:10]1[S:11][CH:12]=[C:13]([CH:15]2[CH2:18][CH2:17][CH2:16]2)[N:14]=1)(=O)OCC)C.[N+:19]([C:22]1[CH:23]=[C:24]([CH:27]=[CH:28][CH:29]=1)[CH:25]=O)([O-:21])=[O:20].CO.C(=O)([O-])[O-].[K+:36].[K+]>CO.C(OCC)(=O)C>[OH-:3].[K+:36].[CH:15]1([C:13]2[N:14]=[C:10](/[CH:9]=[CH:25]/[C:24]3[CH:27]=[CH:28][CH:29]=[C:22]([N+:19]([O-:21])=[O:20])[CH:23]=3)[S:11][CH:12]=2)[CH2:16][CH2:17][CH2:18]1 |f:3.4.5,6.7,8.9|. Yields the product [OH-].[K+] (potassium hydroxide), C1(CCC1)C=1N=C(SC1)\C=C\C1=CC(=CC=C1)[N+](=O)[O-] ([E]-4-cyclobutyl-2-[2-(3-nitrophenyl)ethenyl]thiazole). Procedure: A 1-L round-bottom flask was charged with 28.0 g (0.0968 mol) of crude compound of Example 2, 15.21 g (0.1006 mol) of 3-nitrobenzaldehyde and 400 mL of methanol. The mixture was stirred until a solution was obtained. To this solution was added 40.13 g (0.2903 mol) of powdered potassium carbonate under vigorous stirring and stirring was continued overnight at room temperature. The compound of Example 2 was no longer detectable at this time (TLC, Merck silica gel 60, F-254; 95:5 ethyl acetate meth... The reactants are C(C)OP(OCC)(=O)CC=1SC=C(N1)C1CCC1 ([(4-cyclobutyl-2-thiazolyl)methyl]phosphonic acid diethyl ester), [N+](=O)([O-])C=1C=C(C=O)C=CC1 (3-nitrobenzaldehyde), CO (methanol), C([O-])([O-])=O.[K+].[K+] (potassium carbonate), C(C)OP(OCC)(=O)CC=1SC=C(N1)C1CCC1 ([(4-cyclobutyl-2-thiazolyl)methyl]phosphonic acid diethyl ester). Conditions: time 8 hour.